This data is from the Open Reaction Database (ORD), a public repository of structured organic reaction records. The task is: describe an organic reaction: reactants, conditions, products, and yield The reactants are CC(C)(C)c1ccc([N+](=O)[O-])cc1Br, Cc1ccccc1, [K+], [K+], O=C([O-])[O-], c1ccc(P(c2ccccc2)(c2ccccc2)[Pd](P(c2ccccc2)(c2ccccc2)c2ccccc2)(P(c2ccccc2)(c2ccccc2)c2ccccc2)P(c2ccccc2)(c2ccccc2)c2ccccc2)cc1, OB(O)c1ccncc1. Yields the product CC(C)(C)c1ccc([N+](=O)[O-])cc1-c1ccncc1. Reaction SMILES: [Br:1][c:2]1[c:3]([C:11]([CH3:12])([CH3:13])[CH3:14])[cH:4][cH:5][c:6]([N+:8](=[O:9])[O-:10])[cH:7]1.[CH3:107][c:108]1[cH:109][cH:110][cH:111][cH:112][cH:113]1.[K+:24].[K+:25].[O-:26][C:27]([O-:28])=[O:29].[cH:30]1[cH:31][cH:32][c:33]([P:34]([Pd:35]([P:36]([c:37]2[cH:38][cH:39][cH:40][cH:41][cH:42]2)([c:43]2[cH:44][cH:45][cH:46][cH:47][cH:48]2)[c:49]2[cH:50][cH:51][cH:52][cH:53][cH:54]2)([P:55]([c:56]2[cH:57][cH:58][cH:59][cH:60][cH:61]2)([c:62]2[cH:63][cH:64][cH:65][cH:66][cH:67]2)[c:68]2[cH:69][cH:70][cH:71][cH:72][cH:73]2)[P:74]([c:75]2[cH:76][cH:77][cH:78][cH:79][cH:80]2)([c:81]2[cH:82][cH:83][cH:84][cH:85][cH:86]2)[c:87]2[cH:88][cH:89][cH:90][cH:91][cH:92]2)([c:93]2[cH:94][cH:95][cH:96][cH:97][cH:98]2)[c:99]2[cH:100][cH:101][cH:102][cH:103][cH:104]2)[cH:105][cH:106]1.[n:15]1[cH:16][cH:17][c:18]([B:21]([OH:22])[OH:23])[cH:19][cH:20]1>>[c:2]1(-[c:18]2[cH:17][cH:16][n:15][cH:20][cH:19]2)[c:3]([C:11]([CH3:12])([CH3:13])[CH3:14])[cH:4][cH:5][c:6]([N+:8](=[O:9])[O-:10])[cH:7]1. The reactants are ClC1=CC2=C(N(C(C3=C(N2C)C2=C(N=C3)N(N=C2)CC)=O)C)C=C1 (10-Chloro-3-ethyl-7,12-dimethyl-7,12-dihydropyrazolo-[4',3':5,6]pyrido[4,3-b][1,5]benzodiazepin-6(3H)-one), CCCCC[C@@H](/C=C/[C@H]1[C@@H](CC(=O)[C@@H]1CCCCCCC(=O)O)O)O (PGE1). Yields the product C(CCC)NC1=C2C(=NC3=C1C(OC3O)=O)N(N=C2)CC (4-(Butylamino)-1-ethyl-1,7-dihydro-7-hydroxy-5H-furo-[3,4-e]pyrazolo[3,4-b]pyridin-5-one). Reaction SMILES: ClC1[CH:24]=[CH:23][C:5]2N(C)[C:7](=[O:21])[C:8]3[CH:15]=[N:14][C:13]4[N:16]([CH2:19][CH3:20])[N:17]=[CH:18][C:12]=4[C:9]=3[N:10](C)[C:4]=2C=1.CCCCC[C@H](O)/C=C/[C@@H]1[C@@H](CCCCCC[C:45]([OH:47])=[O:46])C(=O)C[C@H]1O>>[CH2:4]([NH:10][C:9]1[C:8]2[C:7](=[O:21])[O:46][CH:45]([OH:47])[C:15]=2[N:14]=[C:13]2[N:16]([CH2:19][CH3:20])[N:17]=[CH:18][C:12]=12)[CH2:5][CH2:23][CH3:24]. Reported procedure: 10-Chloro-3-ethyl-7,12-dimethyl-7,12-dihydropyrazolo-[4',3':5,6]pyrido[4,3-b][1,5]benzodiazepin-6(3H)-one, said PGE1 being present in a concentration of from about 10-6 molar to about 10-9 molar, and said compound being present in a concentration of from about 0.1 mM to about 4 mM. Starting materials: N (ammonia), CO (MeOH), BrC1=C(CC2=NC(=C(C(=N2)C(=O)OC)O)O)C=CC(=C1)F (methyl 2-(2-bromo-4-fluorobenzyl)-5,6-dihydroxypyrimidine-4-carboxylate). Run at temperature 120 celsius. The product is BrC1=C(CC=2NC(C(=C(N2)C(=O)N)O)=O)C=CC(=C1)F (2-(2-bromo-4-fluoro-benzyl)-5-hydroxy-6-oxo-1,6-dihydro-pyrimidine-4-carboxylic acid amide). The yield is 67.0%. Reaction SMILES: [NH3:1].CO.[Br:4][C:5]1[CH:23]=[C:22]([F:24])[CH:21]=[CH:20][C:6]=1[CH2:7][C:8]1[N:13]=[C:12]([C:14](OC)=[O:15])[C:11]([OH:18])=[C:10]([OH:19])[N:9]=1>>[Br:4][C:5]1[CH:23]=[C:22]([F:24])[CH:21]=[CH:20][C:6]=1[CH2:7][C:8]1[NH:9][C:10](=[O:19])[C:11]([OH:18])=[C:12]([C:14]([NH2:1])=[O:15])[N:13]=1. Procedure: A solution of ammonia in MeOH (1 mL, 7.00 mmol) was added to a flask containing methyl 2-(2-bromo-4-fluorobenzyl)-5,6-dihydroxypyrimidine-4-carboxylate (50 mg, 140 μmol). The mixture was heated at 120° C. for 15 minutes in a microwave oven. The resulting product was collected by filtration, suspended in MeOH with Amberlyst resin and heated. The warm mixture was filtered and evaporated to dryness. The residue was triturated with Et2O and dried under vacuum to give the title compound as a white so...